Dataset: the Open Reaction Database (ORD), a public repository of structured organic reaction records. Task: describe an organic reaction: reactants, conditions, products, and yield The reactants are C(C)(=O)C1=C(C(N(N=C1C1=CC=CC=C1)CC)=O)[N+](=O)[O-] (5-acetyl-2-ethyl-4-nitro-6-phenylpyridazin-3(2H)-one), NC=1C=C(C=C2C=CC=NC12)Br (8-amino-6-bromoquinoline). Run in C(C)O (ethanol). Reaction conditions: time 1 day. The product is C(C)(=O)C1=C(C(N(N=C1C1=CC=CC=C1)CC)=O)NC=1C=C(C=C2C=CC=NC12)Br (5-Acetyl-4-[(6-bromoquinolin-8-yl)amino]-2-ethyl-6-phenylpyridazin-3(2H)-one). Isolated yield 85.1%. Reaction SMILES: [C:1]([C:4]1[C:9]([C:10]2[CH:15]=[CH:14][CH:13]=[CH:12][CH:11]=2)=[N:8][N:7]([CH2:16][CH3:17])[C:6](=[O:18])[C:5]=1[N+:19]([O-])=O)(=[O:3])[CH3:2].N[C:23]1[CH:24]=[C:25]([Br:33])[CH:26]=[C:27]2[C:32]=1[N:31]=[CH:30][CH:29]=[CH:28]2>C(O)C>[C:1]([C:4]1[C:9]([C:10]2[CH:15]=[CH:14][CH:13]=[CH:12][CH:11]=2)=[N:8][N:7]([CH2:16][CH3:17])[C:6](=[O:18])[C:5]=1[NH:19][C:23]1[CH:24]=[C:25]([Br:33])[CH:26]=[C:27]2[C:32]=1[N:31]=[CH:30][CH:29]=[CH:28]2)(=[O:3])[CH3:2]. Procedure: To a stirred solution of 80 mg (0.279 mmol) of 5-acetyl-2-ethyl-4-nitro-6-phenylpyridazin-3(2H)-one (Dal Piaz, V et al, J. Med. Chem. 1997, 40, 1417) in ethanol (4 mL), 8-amino-6-bromoquinoline (93 mg, 0.417 mmol) was added. The resulting mixture was stirred at room temperature or one day. The solvent was evaporated and the residue purified by column chromatography (silica gel, hexane/ethyl acetate 3:1) to yield the title compound (110 mg, 85.3% yield). Reactants: enzyme solution 2, TEA, [Mg+2].[Cl-].[Cl-] (MgCl2), ClC1=C(C=CC=C1)C(CN1N=CN=N1)=O (1-(2-chlorophenyl)-2-(1,2,3,4-tetrazol-2-yl)ethan-1-one), C=1N=C(C2=C(N1)N(C=N2)[C@H]3[C@@H]([C@@H]([C@H](O3)COP(=O)(O)OP(=O)(O)OC[C@@H]4[C@H]([C@H]([C@@H](O4)N5C=CCC(=C5)C(=O)N)O)O)O)O)N (NAD), ketone, ClC1=C(C=CC=C1)[C@H](CN1N=CN=N1)O ((R)-1-(2-chlorophenyl)-2-(1,2,3,4-tetrazol-2-yl)ethan-1-ol). Solvent: C(C)(=O)OCC (ethyl acetate), C(C)(=O)OCCCC (butyl acetate), CC(C)O (2-propanol), OCC(O)CO (glycerol). The product is ClC1=C(C=CC=C1)C(CN1N=CN=N1)O (1-(2-chlorophenyl)-2-(1,2,3,4-tetrazol-2-yl)ethan-1-ol). Yield: 99.6%. Reaction SMILES: [Mg+2].[Cl-].[Cl-].[Cl:4][C:5]1[CH:10]=[CH:9][CH:8]=[CH:7][C:6]=1[C:11](=[O:18])[CH2:12][N:13]1[N:17]=[N:16][CH:15]=[N:14]1.C1N=C(N)C2N=CN([C@@H]3O[C@H](COP(OP(OC[C@H]4O[C@@H](N5C=C(C(N)=O)CC=C5)[C@H](O)[C@@H]4O)(O)=O)(O)=O)[C@@H](O)[C@H]3O)C=2N=1.ClC1C=CC=CC=1[C@@H](O)CN1N=NC=N1>C(OCC)(=O)C.C(OCCCC)(=O)C.CC(O)C.OCC(CO)O>[Cl:4][C:5]1[CH:10]=[CH:9][CH:8]=[CH:7][C:6]=1[CH:11]([OH:18])[CH2:12][N:13]1[N:17]=[N:16][CH:15]=[N:14]1 |f:0.1.2|. Reported procedure: 50 ml of the enzyme solution 2 containing the oxidoreductase SEQ NO: 2 were added to a mixture of 250 ml of a buffer (100 mM TEA, pH 8, 1 mM MgCl2, 10% glycerol), 50 g (225 mmol) of 1-(2-chlorophenyl)-2-(1,2,3,4-tetrazol-2-yl)ethan-1-one (2N ketone), 4 mg NAD, 300 ml of 2-propanol and 150 mL of butyl acetate. The reaction mixture was stirred at room temperature. After 48 hours more than 98% of 2N ketone was reduced to corresponding (R)-1-(2-chlorophenyl)-2-(1,2,3,4-tetrazol-2-yl)ethan-1-ol (R-2N... Run in C(Cl)Cl (DCM). As a reaction SMILES: [F:1][C:2]1[CH:3]=[C:4]([C@@H:12]([C:14]2[C:19]([C:20]([F:23])([F:22])[F:21])=[CH:18][CH:17]=[CH:16][N:15]=2)[NH2:13])[CH:5]=[CH:6][C:7]=1[C:8]([F:11])([F:10])[F:9].CCN(C(C)C)C(C)C.[N:33]1([C:39](Cl)=[O:40])[CH2:38][CH2:37][O:36][CH2:35][CH2:34]1.CN([CH:45]=[O:46])C>C(Cl)Cl>[F:9][C:8]([F:11])([F:10])[C:45]([OH:46])=[O:36].[F:1][C:2]1[CH:3]=[C:4]([C@@H:12]([C:14]2[C:19]([C:20]([F:23])([F:21])[F:22])=[CH:18][CH:17]=[CH:16][N:15]=2)[NH:13][C:39]([N:33]2[CH2:38][CH2:37][O:36][CH2:35][CH2:34]2)=[O:40])[CH:5]=[CH:6][C:7]=1[C:8]([F:11])([F:9])[F:10] |f:5.6|. The reactants are CN(C)C=O (DMF), FC=1C=C(C=CC1C(F)(F)F)[C@H](N)C1=NC=CC=C1C(F)(F)F ((S)-(3-fluoro-4-(trifluoromethyl)phenyl)(3-(trifluoromethyl)pyridin-2-yl)methanamine), FC=1C=C(C=CC1C(F)(F)F)[C@H](N)C1=NC=CC=C1C(F)(F)F ((S)-(3-fluoro-4-(trifluoromethyl)phenyl)(3-(trifluoromethyl)pyridin-2-yl)methanamine), CCN(C(C)C)C(C)C (DIPEA), N1(CCOCC1)C(=O)Cl (morpholine-4-carbonyl chloride). Procedure: To a solution of (S)-(3-fluoro-4-(trifluoromethyl)phenyl)(3-(trifluoro-methyl)pyridin-2-yl)methanamine (Intermediate 7) (100 mg, 0.296 mmol) and DIPEA (0.101 mL, 0.591 mmol) in DCM (1.0 mL) was added morpholine-4-carbonyl chloride (66.3 mg, 0.443 mmol). The resulting reaction mixture was stirred at rt for 19 h. The reaction was then diluted with DMF (2 mL), filtered through a syringe filter, and purified by reverse phase HPLC (Phenomenx Gemini Axia™-5μ C-18 column (150×30 mm) 10-100% MeCN/0.1% T... Yields the product FC(C(=O)O)(F)F.FC=1C=C(C=CC1C(F)(F)F)[C@H](NC(=O)N1CCOCC1)C1=NC=CC=C1C(F)(F)F ((S)—N-((3-Fluoro-4-(trifluoromethyl)phenyl)(3-(trifluoromethyl)pyridin-2-yl)methyl)morpholine-4-carboxamide 2,2,2-trifluoroacetate). Reaction conditions: time 19 hour. Reactants: FC1=C(C=CC=C1)B(O)O (2-fluorobenzene boronic acid), BrC1=CC=C(C=C1)C=1OC(=C(N1)CCN1[C@@H](CCC1)C)C (2-(4-Bromo-phenyl)-5-methyl-4-[2-((R)-2-methyl-pyrrolidin-1-yl)-ethyl]-oxazole). Yields the product FC1=C(C=CC=C1)C1=CC=C(C=C1)C=1OC(=C(N1)CCN1[C@@H](CCC1)C)C (2-(2′-Fluoro-biphenyl-4-yl)-5-methyl-4-[2-((R)-2-methyl-pyrrolidin-1-yl)-ethyl]-oxazole). As a reaction SMILES: [F:1][C:2]1[CH:7]=[CH:6][CH:5]=[CH:4][C:3]=1B(O)O.Br[C:12]1[CH:17]=[CH:16][C:15]([C:18]2[O:19][C:20]([CH3:31])=[C:21]([CH2:23][CH2:24][N:25]3[CH2:29][CH2:28][CH2:27][C@H:26]3[CH3:30])[N:22]=2)=[CH:14][CH:13]=1>>[F:1][C:2]1[CH:7]=[CH:6][CH:5]=[CH:4][C:3]=1[C:12]1[CH:17]=[CH:16][C:15]([C:18]2[O:19][C:20]([CH3:31])=[C:21]([CH2:23][CH2:24][N:25]3[CH2:29][CH2:28][CH2:27][C@H:26]3[CH3:30])[N:22]=2)=[CH:14][CH:13]=1. Procedure details: The title compound is prepared in a manner substantially analogous to example 133 starting from 2-fluorobenzene boronic acid (201 mg, 1.43 mmol) and 2-(4-Bromo-phenyl)-5-methyl-4-[2-((R)-2-methyl-pyrrolidin-1-yl)-ethyl]-oxazole (100 mg, 0.287 mmol) to give 61 mg (59%). MS (m/e) 365.2 (M+1)